Dataset: the Open Reaction Database (ORD), a public repository of structured organic reaction records. Task: describe an organic reaction: reactants, conditions, products, and yield Starting materials: NC=1C=C2C(=CNC2=CC1)C1CCN(CC1)C (5-amino-3-(1-methylpiperidin-4-yl)-1H-indole), C(=O)(OCC)N1C(C=2C(C1=O)=CC=CC2)=O (N-carbethoxyphthalimide). The solvent is ClCCl (dichloromethane). Conditions: time 18 hour. Yields the product [OH-].[NH4+] (ammonium hydroxide), C1(C=2C(C(N1C=1C=C3C(=CNC3=CC1)C1CCN(CC1)C)=O)=CC=CC2)=O (5-phthalimido-3-(1-methylpiperidin-4-yl)-1H-indole). Isolated yield 65.0%. As a reaction SMILES: [NH2:1]C1[CH:3]=[C:4]2[C:8](=[CH:9][CH:10]=1)[NH:7][CH:6]=[C:5]2[CH:11]1[CH2:16][CH2:15][N:14]([CH3:17])[CH2:13][CH2:12]1.[C:18]([N:23]1[C:27](=[O:28])[C:26]2=[CH:29][CH:30]=[CH:31][CH:32]=[C:25]2[C:24]1=[O:33])(OCC)=[O:19]>ClCCl>[OH-:19].[NH4+:1].[C:24]1(=[O:33])[N:23]([C:18]2[CH:3]=[C:4]3[C:8](=[CH:9][CH:10]=2)[NH:7][CH:6]=[C:5]3[CH:11]2[CH2:16][CH2:15][N:14]([CH3:17])[CH2:13][CH2:12]2)[C:27](=[O:28])[C:26]2=[CH:29][CH:30]=[CH:31][CH:32]=[C:25]12 |f:3.4|. Procedure details: To a solution of 0.458 gm (2.0 mMol) 5-amino-3-(1-methylpiperidin-4-yl)-1H-indole in 8.0 mL dichloromethane were added 0.438 gm (2.0 mMol) N-carbethoxyphthalimide. The reaction mixture was stirred 18 hours at ambient temperature, at which time the solvent was removed under reduced pressure. The residue was subjected to flash chromatography, eluting with 100:20:0.5 dichloromethane:methanol:ammonium hydroxide, giving 0.467 gm (65%) of 5-phthalimido-3-(1-methylpiperidin-4-yl)-1H-indole as a yellow ... Reactants: [I-].[Na+] (sodium iodide), ClCOC(=O)N1C([C@@](C2=CC=C(C=C12)C(F)(F)F)(F)C1=C(C=CC(=C1)Cl)OC)=O ((S)-3-(5-chloro-2-methoxy-phenyl)-3-fluoro-2-oxo-6-trifluoromethyl-2,3-dihydro-indole-1-carboxylic acid chloromethyl ester). Run in CC(=O)C (acetone). Run at time 4 hour. The product is ICOC(=O)N1C(C(C2=CC=C(C=C12)C(F)(F)F)(F)C1=C(C=CC(=C1)Cl)OC)=O (3-(5-Chloro-2-methoxy-phenyl)-3-fluoro-2-oxo-6-trifluoromethyl-2,3-dihydro-indole-1-carboxylic acid iodomethyl ester). Yield: 84.1%. RXN SMILES: Cl[CH2:2][O:3][C:4]([N:6]1[C:14]2[C:9](=[CH:10][CH:11]=[C:12]([C:15]([F:18])([F:17])[F:16])[CH:13]=2)[C@@:8]([C:20]2[CH:25]=[C:24]([Cl:26])[CH:23]=[CH:22][C:21]=2[O:27][CH3:28])([F:19])[C:7]1=[O:29])=[O:5].[I-:30].[Na+]>CC(C)=O>[I:30][CH2:2][O:3][C:4]([N:6]1[C:14]2[C:9](=[CH:10][CH:11]=[C:12]([C:15]([F:18])([F:17])[F:16])[CH:13]=2)[C:8]([C:20]2[CH:25]=[C:24]([Cl:26])[CH:23]=[CH:22][C:21]=2[O:27][CH3:28])([F:19])[C:7]1=[O:29])=[O:5] |f:1.2|. Reported procedure: To a 25 mL flask containing (S)-3-(5-chloro-2-methoxy-phenyl)-3-fluoro-2-oxo-6-trifluoromethyl-2,3-dihydro-indole-1-carboxylic acid chloromethyl ester ((S)-XII) (0.633 g, 1.40 mmol) was added 6 mL anhydrous acetone, and sodium iodide (0.314 g, 2.10 mmol). The reaction was heated to reflux and stirred for 4 hours, then the reaction was cooled to room temperature, and the solvent was evaporated in vacuo. The crude oil was dissolved in dichloromethane and washed with a 1% aq. sodium thiosulfate sol... Reactants: BrC=1C=C(C=CC1)C1N(C2=CC=C(C=C2C(C1)(C)C)C#N)C (2-(3-bromo-phenyl)-1,4,4-trimethyl-1,2,3,4-tetrahydro-quinoline-6-carbonitrile), NC(C(=O)O)(C)C (2-amino-2-methyl-propionic acid), C([O-])([O-])=O.[K+].[K+] (potassium carbonate). The reagents and catalysts are [Cu]I (copper(I) iodide). The solvent is CS(=O)C (dimethyl sulfoxide). Product: C(#N)C=1C=C2C(CC(N(C2=CC1)C)C=1C=C(C=CC1)NC(C(=O)O)(C)C)(C)C (2-[3-(6-cyano-1,4,4-trimethyl-1,2,3,4-tetrahydro-quinolin-2-yl)-phenylamino]-2-methyl-propionic acid). Isolated yield 30.0%. Reaction SMILES: Br[C:2]1[CH:3]=[C:4]([CH:8]2[CH2:17][C:16]([CH3:19])([CH3:18])[C:15]3[C:10](=[CH:11][CH:12]=[C:13]([C:20]#[N:21])[CH:14]=3)[N:9]2[CH3:22])[CH:5]=[CH:6][CH:7]=1.[NH2:23][C:24]([CH3:29])([CH3:28])[C:25]([OH:27])=[O:26].C(=O)([O-])[O-].[K+].[K+]>CS(C)=O.[Cu]I>[C:20]([C:13]1[CH:14]=[C:15]2[C:10](=[CH:11][CH:12]=1)[N:9]([CH3:22])[CH:8]([C:4]1[CH:3]=[C:2]([NH:23][C:24]([CH3:29])([CH3:28])[C:25]([OH:27])=[O:26])[CH:7]=[CH:6][CH:5]=1)[CH2:17][C:16]2([CH3:19])[CH3:18])#[N:21] |f:2.3.4|. Procedure: A solution of 2-(3-bromo-phenyl)-1,4,4-trimethyl-1,2,3,4-tetrahydro-quinoline-6-carbonitrile (354.0 mg, 1.0 mmol), copper(I) iodide (57.0 mg, 0.3 mmol), 2-amino-2-methyl-propionic acid (309.0 mg, 3.0 mmol) and potassium carbonate (415.0 mg, 3.0 mmol) in dimethyl sulfoxide (2.0 mL) was stirred at 120° C. for 16 h. Then the reaction mixture was cooled to room temperature and extracted with ethyl acetate (150 mL×2), washed with water (50 mL×2) and saturated aqueous ammonium chloride solution (50 mL... Reactants: BrC1=C(C=CC(=N1)C(=O)O)F (6-bromo-5-fluoropicolinic acid), FC1=C(C=CC=C1F)B(O)O (2,3-difluorophenylboronic acid). Reagents/catalysts: C1=CC=C(C=C1)P([C-]2C=CC=C2)C3=CC=CC=C3.C1=CC=C(C=C1)P([C-]2C=CC=C2)C3=CC=CC=C3.Cl[Pd]Cl.[Fe+2].C(Cl)Cl (Pd(dppf)Cl2 DCM). Solvent: C(C)(=O)OCC (ethyl acetate), [OH-].[Na+] (NaOH), COCCOC (DME), C(=O)([O-])[O-].[Na+].[Na+] (Na2CO3). Conditions: temperature 120 celsius. Product: FC1=C(C=CC=C1F)C1=C(C=CC(=N1)C(=O)O)F (6-(2,3-difluorophenyl)-5-fluoropicolinic acid). As a reaction SMILES: Br[C:2]1[N:7]=[C:6]([C:8]([OH:10])=[O:9])[CH:5]=[CH:4][C:3]=1[F:11].[F:12][C:13]1[C:18]([F:19])=[CH:17][CH:16]=[CH:15][C:14]=1B(O)O>COCCOC.C([O-])([O-])=O.[Na+].[Na+].C(OCC)(=O)C.[OH-].[Na+].C1C=CC(P(C2C=CC=CC=2)[C-]2C=CC=C2)=CC=1.C1C=CC(P(C2C=CC=CC=2)[C-]2C=CC=C2)=CC=1.Cl[Pd]Cl.[Fe+2].C(Cl)Cl>[F:12][C:13]1[C:18]([F:19])=[CH:17][CH:16]=[CH:15][C:14]=1[C:2]1[N:7]=[C:6]([C:8]([OH:10])=[O:9])[CH:5]=[CH:4][C:3]=1[F:11] |f:3.4.5,7.8,9.10.11.12.13|. Reported procedure: To a solution of 6-bromo-5-fluoropicolinic acid (1.0 equiv.) in DME and 2M Na2CO3 (3:1, 0.25 M) was added 2,3-difluorophenylboronic acid (1.3 equiv.) and Pd(dppf)Cl2-DCM (0.05 equiv.) in a microwave vial. The vial was heated in the microwave at 120° C. for 30 minutes. The mixture was diluted with ethyl acetate and 1N NaOH was added. The organic phase was separated and extracted three more times with 1N NaOH and once with 6N NaOH. The combined aqueous phases were filtered and acidified to pH 1 by...